From a dataset of the Open Reaction Database (ORD), a public repository of structured organic reaction records. describe an organic reaction: reactants, conditions, products, and yield The reactants are Cl.ClC1=NC=NC2=CC(=C(C=C12)OC)OC (4-Chloro-6,7-dimethoxyquinazoline hydrochloride), Cl.ClC1=CC(=C(N)C(=C1)F)F (4-chloro-2,6-difluoroaniline hydrochloride), CCCCCC (hexane). RXN SMILES: Cl.[Cl:2][C:3]1[C:12]2[C:7](=[CH:8][C:9]([O:15][CH3:16])=[C:10]([O:13][CH3:14])[CH:11]=2)[N:6]=[CH:5][N:4]=1.Cl.[Cl:18][C:19]1[CH:25]=[C:24]([F:26])[C:22]([NH2:23])=[C:21]([F:27])[CH:20]=1.CCCCCC>C(O)(C)C>[ClH:2].[Cl:18][C:19]1[CH:25]=[C:24]([F:26])[C:22]([NH:23][C:3]2[C:12]3[C:7](=[CH:8][C:9]([O:15][CH3:16])=[C:10]([O:13][CH3:14])[CH:11]=3)[N:6]=[CH:5][N:4]=2)=[C:21]([F:27])[CH:20]=1 |f:0.1,2.3,6.7|. Reported procedure: 4-Chloro-6,7-dimethoxyquinazoline hydrochloride (210 mg, 0.8 mmol), (prepared as described for the starting material in Example 1 but without the aqueous work up), and 4-chloro-2,6-difluoroaniline hydrochloride (177 mg, 0.89 mmol) in isopropanol (8 ml) were heated at reflux for 2 hours. The reaction mixture was then allowed to cool, hexane added and the precipitated product collected by filtration, washed with isopropanol and dried to give 4-(4-chloro-2,6-difluoroanilino)-6,7-dimethoxyquinazolin... The solvent is C(C)(C)O (isopropanol). Yields the product Cl.ClC1=CC(=C(NC2=NC=NC3=CC(=C(C=C23)OC)OC)C(=C1)F)F (4-(4-chloro-2,6-difluoroanilino)-6,7-dimethoxyquinazoline hydrochloride). The yield is 14.5%. Starting materials: C1(=CN2CCCC3=CC=CC1=C23)C=2C(NC(C2C2=CNC3=CC=C(C=C23)Br)=O)=O (3-(5,6-dihydro-4H-pyrrolo[3,2,1-ij]quinolin-1yl)-4-(5-bromo-1H-indol-3-yl)pyrrole-2,5-dione). The solvent is CO (methanol). The product is C1(=CN2CCCC3=CC=CC1=C23)[C@@H]2C(NC([C@H]2C2=CNC3=CC=C(C=C23)Br)=O)=O ((±)-trans-3-(5,6-dihydro-4H-pyrrolo[3,2,1-ij]quinolin-1 yl)-4-(5-bromo-1H-indol-3-yl)pyrrolidine-2,5-dione). Reaction SMILES: [C:1]1([C:13]2[C:14](=[O:29])[NH:15][C:16](=[O:28])[C:17]=2[C:18]2[C:26]3[C:21](=[CH:22][CH:23]=[C:24]([Br:27])[CH:25]=3)[NH:20][CH:19]=2)[C:11]2=[C:12]3[C:7](=[CH:8][CH:9]=[CH:10]2)[CH2:6][CH2:5][CH2:4][N:3]3[CH:2]=1>CO>[C:1]1([C@H:13]2[C@H:17]([C:18]3[C:26]4[C:21](=[CH:22][CH:23]=[C:24]([Br:27])[CH:25]=4)[NH:20][CH:19]=3)[C:16](=[O:28])[NH:15][C:14]2=[O:29])[C:11]2=[C:12]3[C:7](=[CH:8][CH:9]=[CH:10]2)[CH2:6][CH2:5][CH2:4][N:3]3[CH:2]=1. Reported procedure: 3-(5,6-dihydro-4H-pyrrolo[3,2,1-ij]quinolin-1yl)-4-(5-bromo-1H-indol-3-yl)pyrrole-2,5-dione, prepared as in Example 24, was reduced with Mg in methanol as described in Example 2, Procedure C, to yield (±)-trans-3-(5,6-dihydro-4H-pyrrolo[3,2,1-ij]quinolin-1 yl)-4-(5-bromo-1H-indol-3-yl)pyrrolidine-2,5-dione. 1H NMR (CD3OD) δ: 2.18-2.26 (m, 2H), 2.96 (t, J=6.0 Hz, 2H), 4.12 (t, J=6.4 Hz, 2H), 4.40 (d, J=6.8 Hz, 1H), 4.52 (d, J=6.8 Hz, 1H), 6.86-6.96 (m, 2H), 7.08 (s, 1H), 7.13-7.30 (m, 5H) Reactants: COc1ccc(C2CC=CCC2[N+](=O)[O-])cc1OC, CO, Cl. Yields the product COc1ccc(C2CCCCC2[N+](=O)[O-])cc1OC. RXN SMILES: [CH3:1][O:2][c:3]1[c:4]([O:18][CH3:19])[cH:5][c:6]([CH:9]2[CH:10]([N+:15](=[O:16])[O-:17])[CH2:11][CH:12]=[CH:13][CH2:14]2)[cH:7][cH:8]1.[CH3:21][OH:22].[ClH:20]>>[CH3:1][O:2][c:3]1[c:4]([O:18][CH3:19])[cH:5][c:6]([CH:9]2[CH:10]([N+:15](=[O:16])[O-:17])[CH2:11][CH2:12][CH2:13][CH2:14]2)[cH:7][cH:8]1.